This data is from the Open Reaction Database (ORD), a public repository of structured organic reaction records. The task is: describe an organic reaction: reactants, conditions, products, and yield Starting materials: CCCCCCCCCCCCCCCCOCCC1CO1, CC(=O)O, Cc1ccc(S(=O)(=O)O)cc1. The product is CCCCCCCCCCCCCCCCOCCC(O)CO. RXN SMILES: [CH2:1]([CH2:2][CH2:3][CH2:4][CH2:5][CH2:6][CH2:7][CH2:8][CH2:9][CH2:10][CH2:11][CH2:12][CH2:13][CH2:14][CH2:15][CH3:16])[O:17][CH2:18][CH2:19][CH:20]1[O:21][CH2:22]1.[CH3:34][C:35](=[O:36])[OH:37].[c:23]1([CH3:24])[cH:25][cH:26][c:27]([S:28]([OH:29])(=[O:30])=[O:31])[cH:32][cH:33]1>>[CH2:1]([CH2:2][CH2:3][CH2:4][CH2:5][CH2:6][CH2:7][CH2:8][CH2:9][CH2:10][CH2:11][CH2:12][CH2:13][CH2:14][CH2:15][CH3:16])[O:17][CH2:18][CH2:19][CH:20]([CH2:22][OH:21])[OH:30].